The task is: describe an organic reaction: reactants, conditions, products, and yield. This data is from the Open Reaction Database (ORD), a public repository of structured organic reaction records. Starting materials: solution, C(=C)[Mg]Cl (vinylmagnesium chloride), COC1=NC(=NC(=C1)OC)OC=1C=CC=C2C(OC(=O)C12)O (7-[(4,6-dimethoxy-pyrimidin-2-yl)oxy]-3-hydroxy-phthalide), C(=C)[Mg]Cl (vinyl-magnesium chloride), Cl (hydrochloric acid). Run in O1CCCC1 (tetrahydrofuran), O1CCCC1 (tetrahydrofuran). Reaction conditions: time 16 hour. Product: COC1=NC(=NC(=C1)OC)OC=1C=CC=C2C(OC(=O)C12)C=C (7-[(4,6-dimethoxy-pyrimidin-2-yl)oxy]-3-vinyl-phthalide). Reaction SMILES: [CH3:1][O:2][C:3]1[CH:8]=[C:7]([O:9][CH3:10])[N:6]=[C:5]([O:11][C:12]2[CH:13]=[CH:14][CH:15]=[C:16]3[C:21]=2[C:19](=[O:20])[O:18][CH:17]3O)[N:4]=1.[CH:23]([Mg]Cl)=[CH2:24].Cl>O1CCCC1>[CH3:1][O:2][C:3]1[CH:8]=[C:7]([O:9][CH3:10])[N:6]=[C:5]([O:11][C:12]2[CH:13]=[CH:14][CH:15]=[C:16]3[C:21]=2[C:19](=[O:20])[O:18][CH:17]3[CH:23]=[CH2:24])[N:4]=1. Procedure details: 3.6 g of 7-[(4,6-dimethoxy-pyrimidin-2-yl)oxy]-3-hydroxy-phthalide (see Example 84) are placed in 60 ml of absolute tetrahydrofuran at -45° C., and the solution is treated within 10 minutes with 18 ml of a 2M solution of vinylmagnesium chloride solution in tetrahydrofuran. The reaction solution is then stirred for approximately 16 hours at room temperature, a further 6 ml of vinyl-magnesium chloride solution are added and the reaction solution is heated at reflux temperature for a further hour. ... Yields the product CC1(C)CC(=C(c2ccc(F)cc2)c2ccc(OCC#N)cc2)CC(C)(C)C1. The reactants are N#CCBr, CC(C)=O, CC1(C)CC(=C(c2ccc(O)cc2)c2ccc(F)cc2)CC(C)(C)C1, [K+], [K+], O=C([O-])[O-]. As a reaction SMILES: [Br:32][CH2:33][C:34]#[N:35].[CH3:36][C:37](=[O:38])[CH3:39].[F:1][c:2]1[cH:3][cH:4][c:5]([C:8]([c:9]2[cH:10][cH:11][c:12]([OH:15])[cH:13][cH:14]2)=[C:16]2[CH2:17][C:18]([CH3:24])([CH3:25])[CH2:19][C:20]([CH3:22])([CH3:23])[CH2:21]2)[cH:6][cH:7]1.[K+:26].[K+:27].[O-:28][C:29]([O-:30])=[O:31]>>[F:1][c:2]1[cH:3][cH:4][c:5]([C:8]([c:9]2[cH:10][cH:11][c:12]([O:15][CH2:33][C:34]#[N:35])[cH:13][cH:14]2)=[C:16]2[CH2:17][C:18]([CH3:24])([CH3:25])[CH2:19][C:20]([CH3:22])([CH3:23])[CH2:21]2)[cH:6][cH:7]1.